The task is: describe an organic reaction: reactants, conditions, products, and yield. This data is from the Open Reaction Database (ORD), a public repository of structured organic reaction records. Reactants: CCOC(=O)C (EtOAc), COC1=CC=C2C(=NNC2=C1)C(C(C)C)=O (1-(6-methoxy-1H-indazol-3-yl)-2-methylpropan-1-one), BrCC(=O)OCC (ethyl bromoacetate). Solvent: C([O-])([O-])=O.[Cs+].[Cs+] (cesium carbonate), hexanes, CN(C)C=O (DMF). Conditions: time 8 hour. The product is C(C(C)C)(=O)C1=NN(C2=CC(=CC=C12)OC)CC(=O)OCC (Ethyl (3-isobutyryl-6-methoxy-1H-indazol-1-yl)acetate). RXN SMILES: [CH3:1][O:2][C:3]1[CH:11]=[C:10]2[C:6]([C:7]([C:12](=[O:16])[CH:13]([CH3:15])[CH3:14])=[N:8][NH:9]2)=[CH:5][CH:4]=1.Br[CH2:18][C:19]([O:21][CH2:22][CH3:23])=[O:20].CCOC(C)=O>CN(C=O)C.C(=O)([O-])[O-].[Cs+].[Cs+]>[C:12]([C:7]1[C:6]2[C:10](=[CH:11][C:3]([O:2][CH3:1])=[CH:4][CH:5]=2)[N:9]([CH2:18][C:19]([O:21][CH2:22][CH3:23])=[O:20])[N:8]=1)(=[O:16])[CH:13]([CH3:14])[CH3:15] |f:4.5.6|. Procedure details: Dissolve 5.456 g of 1-(6-methoxy-1H-indazol-3-yl)-2-methylpropan-1-one in 100 mL anhydrous DMF. Weigh in 8.96 g cesium carbonate followed by 4.593 g ethyl bromoacetate. The resulting mixture was stirred at room temperature overnight. The solvent was removed under reduced pressure. Partition the residue between EtOAc and water. Extract the aqueous layer with EtOAc several times. The combined organic extract was washed with water (3×) and saturated brine, dried over anhydrous Na2SO4, and evaporate... The yield is 79.7%. The product is C(C)(C)(C)OC(=O)NCCOC1=NOC(=C1C1C=CCC1)C1=CC=CC=C1 (3-(2-(N-tert-Butoxycarbonylamino)ethoxy)-4-(2-cyclopentenyl)-5-phenylisoxazole). Starting materials: OC1=NOC(=C1C1C=CCC1)C1=CC=CC=C1 (3-Hydroxy-4-(2-cyclopentenyl)-5-phenylisoxazole), C(C)(C)(C)OC(=O)NCCO (2-(N-tert-butoxycarbonylamino)ethanol). Procedure details: 3-Hydroxy-4-(2-cyclopentenyl)-5-phenylisoxazole (227 mg) and 2-(N-tert-butoxycarbonylamino)ethanol (193 mg) were subjected to reaction and post-treatment in a similar manner to that described in Example 1(a) to obtain the title compound (295 mg, 80%) as colorless crystals. Reaction SMILES: [OH:1][C:2]1[C:6]([CH:7]2[CH2:11][CH2:10][CH:9]=[CH:8]2)=[C:5]([C:12]2[CH:17]=[CH:16][CH:15]=[CH:14][CH:13]=2)[O:4][N:3]=1.[C:18]([O:22][C:23]([NH:25][CH2:26][CH2:27]O)=[O:24])([CH3:21])([CH3:20])[CH3:19]>>[C:18]([O:22][C:23]([NH:25][CH2:26][CH2:27][O:1][C:2]1[C:6]([CH:7]2[CH2:11][CH2:10][CH:9]=[CH:8]2)=[C:5]([C:12]2[CH:13]=[CH:14][CH:15]=[CH:16][CH:17]=2)[O:4][N:3]=1)=[O:24])([CH3:21])([CH3:20])[CH3:19]. Reactants: [Na+], C1COCCO1, [OH-], COC(=O)c1cccc(S(=O)(=O)Nc2nncs2)c1. The product is O=C(O)c1cccc(S(=O)(=O)Nc2nncs2)c1. RXN SMILES: [Na+:21].[O:22]1[CH2:23][CH2:24][O:25][CH2:26][CH2:27]1.[OH-:20].[s:1]1[c:2]([NH:6][S:7](=[O:8])(=[O:9])[c:10]2[cH:11][c:12]([C:13](=[O:14])[O:15][CH3:16])[cH:17][cH:18][cH:19]2)[n:3][n:4][cH:5]1>>[s:1]1[c:2]([NH:6][S:7](=[O:8])(=[O:9])[c:10]2[cH:11][c:12]([C:13](=[O:14])[OH:15])[cH:17][cH:18][cH:19]2)[n:3][n:4][cH:5]1.